This data is from the Open Reaction Database (ORD), a public repository of structured organic reaction records. The task is: describe an organic reaction: reactants, conditions, products, and yield Reactants: ClCC=CC=1SC=C(N1)C1=CC=C(C=C1)F (2-(3-chloropropenyl)-4-(4-fluorophenyl)thiazole), N1C(CCC1=O)=O (pyrrolidine-2,5-dione). Yields the product FC1=CC=C(C=C1)C=1N=C(SC1)C=CCN1C(CCC1=O)=O (1-(3-(4-(4-Fluorophenyl)thiazol-2-yl)allyl)pyrrolidine-2,5-dione). RXN SMILES: Cl[CH2:2][CH:3]=[CH:4][C:5]1[S:6][CH:7]=[C:8]([C:10]2[CH:15]=[CH:14][C:13]([F:16])=[CH:12][CH:11]=2)[N:9]=1.[NH:17]1[C:21](=[O:22])[CH2:20][CH2:19][C:18]1=[O:23]>>[F:16][C:13]1[CH:14]=[CH:15][C:10]([C:8]2[N:9]=[C:5]([CH:4]=[CH:3][CH2:2][N:17]3[C:21](=[O:22])[CH2:20][CH2:19][C:18]3=[O:23])[S:6][CH:7]=2)=[CH:11][CH:12]=1. Procedure: The compound was prepared analogously to example 3e) from 100 mg (0.39 mmol) of 2-(3-chloropropenyl)-4-(4-fluorophenyl)thiazole and 46.8 mg (0.47 mmol) of pyrrolidine-2,5-dione. Yield: 24 mg (17%). Reactants: C(C)(C)C1CCC(CC1)CCC(=O)O (3-(4-Isopropylcyclohexyl)propionic acid). Reagents/catalysts: [Fe] (iron). Reaction conditions: temperature 290 celsius. The product is C(C)(C)C1CCC(CC1)CCC(CCC1CCC(CC1)C(C)C)=O (1,5-Di-(4-Isopropylcyclohexyl)-3-pentanone). Reaction SMILES: [CH:1]([CH:4]1[CH2:9][CH2:8][CH:7]([CH2:10][CH2:11][C:12]([OH:14])=O)[CH2:6][CH2:5]1)([CH3:3])[CH3:2]>[Fe]>[CH:1]([CH:4]1[CH2:5][CH2:6][CH:7]([CH2:10][CH2:11][C:12](=[O:14])[CH2:11][CH2:10][CH:7]2[CH2:6][CH2:5][CH:4]([CH:1]([CH3:2])[CH3:3])[CH2:9][CH2:8]2)[CH2:8][CH2:9]1)([CH3:3])[CH3:2]. Procedure: 3-(4-Isopropylcyclohexyl)propionic acid (39.7 g., 0.20 mole) and iron (hydrogen reduced, 6.15 g., 0.11 mole) is heated for 1.5 hours at 195° C. under a nitrogen atmosphere. After that time, the temperature is increased to 290° C. and maintained at that temperature for 3 hours. The cooled reaction mass is extracted well with ether, filtered through Celite, and the ethereal extracts concentrated under vacuum. The residue is stripped under vacuum to leave the product, 17.3 g. (51%).